From a dataset of the Open Reaction Database (ORD), a public repository of structured organic reaction records. describe an organic reaction: reactants, conditions, products, and yield Reactants: BrC=1C=NC=CC1 (3-Bromopyridine), C(CCC)[Li] (n-butyllithium), C(=O)C1CCN(CC1)C(=O)OC(C)(C)C (tert-butyl 4-formylpiperidine-1 -carboxylate). The solvent is hexanes, C1CCOC1 (THF). Conditions: temperature -78 celsius, time 15 minute. The product is OC(C1CCN(CC1)C(=O)OC(C)(C)C)C=1C=NC=CC1 (tert-butyl 4-[hydroxy(pyridin-3-yl)methyl]piperidine-1-carboxylate). Reaction SMILES: Br[C:2]1[CH:3]=[N:4][CH:5]=[CH:6][CH:7]=1.C([Li])CCC.[CH:13]([CH:15]1[CH2:20][CH2:19][N:18]([C:21]([O:23][C:24]([CH3:27])([CH3:26])[CH3:25])=[O:22])[CH2:17][CH2:16]1)=[O:14]>C1COCC1>[OH:14][CH:13]([C:2]1[CH:3]=[N:4][CH:5]=[CH:6][CH:7]=1)[CH:15]1[CH2:20][CH2:19][N:18]([C:21]([O:23][C:24]([CH3:27])([CH3:26])[CH3:25])=[O:22])[CH2:17][CH2:16]1. Reported procedure: 3-Bromopyridine (116 μL, 1.20 mmol) was added slowly dropwise to a stirred suspension of n-butyllithium (480 μL of a 2.5 M hexanes solution, 1.20 mmol) in THF (1.00 mL) at −78° C. After 15 min, tert-butyl 4-formylpiperidine-1 -carboxylate (213 mg, 1.00 mmol) was added, and the resulting mixture was allowed to stir at −78° C. After 1 h, the reaction was quenched with 1.0 M HCl, poured into satd. aq. NaHCO3 and extracted with EtOAc. The combined organics were washed with brine, dried (sodium sulfa... Reactants: Cl.ClCCN1CCCC1 (1-(2-chloroethyl)pyrrolidine hydrochloride), FC(C(=O)N1C(C2=CC=C(C=C2CC1)OC)C1=CC=C(C=C1)O)(F)F (2,2,2-trifluoro-1-[1-(4-hydroxyphenyl)-6-methoxy-3,4-dihydro-1H-isoquinolin-2-yl]ethanone), [H-].[Na+] (NaH). The solvent is CN(C)C=O (DMF), O (H2O), CN(C)C=O (DMF), CN(C)C=O (DMF). Reaction conditions: time 1 hour. Yields the product FC(C(=O)N1C(C2=CC=C(C=C2CC1)OC)C1=CC=C(C=C1)OCCN1CCCC1)(F)F (2,2,2-Trifluoro-1-{6-methoxy-1-[4-(2-pyrrolidin-1-yl-ethoxy)phenyl]-3,4-dihydro-1H-isoquinolin-2-yl}ethanone). Isolated yield 87.3%. RXN SMILES: [F:1][C:2]([F:25])([F:24])[C:3]([N:5]1[CH2:14][CH2:13][C:12]2[C:7](=[CH:8][CH:9]=[C:10]([O:15][CH3:16])[CH:11]=2)[CH:6]1[C:17]1[CH:22]=[CH:21][C:20]([OH:23])=[CH:19][CH:18]=1)=[O:4].[H-].[Na+].Cl.Cl[CH2:30][CH2:31][N:32]1[CH2:36][CH2:35][CH2:34][CH2:33]1>CN(C=O)C.O>[F:25][C:2]([F:1])([F:24])[C:3]([N:5]1[CH2:14][CH2:13][C:12]2[C:7](=[CH:8][CH:9]=[C:10]([O:15][CH3:16])[CH:11]=2)[CH:6]1[C:17]1[CH:18]=[CH:19][C:20]([O:23][CH2:30][CH2:31][N:32]2[CH2:36][CH2:35][CH2:34][CH2:33]2)=[CH:21][CH:22]=1)=[O:4] |f:1.2,3.4|. Procedure details: A solution of 2,2,2-trifluoro-1-[1-(4-hydroxyphenyl)-6-methoxy-3,4-dihydro-1H-isoquinolin-2-yl]ethanone (18.98 g, 54.0 mmol) in anhydrous DMF (200 ml) was added to a suspension of NaH (2.592 g, 108.0 mmol) in anhydrous DMF (400 ml) at rt under N2. After stirring at rt for 1 hr, a solution of 1-(2-chloroethyl)pyrrolidine hydrochloride (9.184 g, 54.0 mmol) in anhydrous DMF (200 ml) was added and the reaction mixture was heated to 100° C. for 4 hr. The reaction mixture was cooled to rt, diluted wit... The reactants are BrC1=NC=CC(=C1)C1CC(=NN1C1=C(C=C(C=C1)F)F)C(C(F)(F)F)(F)F (5-(2-Bromo-pyridin-4-yl)-1-(2,4-difluoro-phenyl)-3-pentafluoroethyl-4,5-dihydro-1H-pyrazole), CSC=1C=C(C=CC1)B(O)O (3-(methylthio)phenylboronic acid), C([O-])([O-])=O.[Na+].[Na+] (sodium carbonate), C(C)O (ethanol). Reagents/catalysts: C=1C=CC(=CC1)[P](C=2C=CC=CC2)(C=3C=CC=CC3)[Pd]([P](C=4C=CC=CC4)(C=5C=CC=CC5)C=6C=CC=CC6)([P](C=7C=CC=CC7)(C=8C=CC=CC8)C=9C=CC=CC9)[P](C=1C=CC=CC1)(C=1C=CC=CC1)C=1C=CC=CC1 (Pd(PPh3)4). The solvent is COCCOC (1,2-dimethoxyethane). Run at temperature 85 celsius, time 3 hour. The product is FC1=C(C=CC(=C1)F)N1N=C(CC1C1=CC(=NC=C1)C1=CC(=CC=C1)SC)C(C(F)(F)F)(F)F (1-(2,4-difluoro-phenyl)-5-[2-(3-methylsulfanyl-phenyl)-pyridin-4-yl]-3-pentafluoroethyl-4,5-dihydro-1H-pyrazole). Isolated yield 27.3%. RXN SMILES: Br[C:2]1[CH:7]=[C:6]([CH:8]2[N:12]([C:13]3[CH:18]=[CH:17][C:16]([F:19])=[CH:15][C:14]=3[F:20])[N:11]=[C:10]([C:21]([F:27])([F:26])[C:22]([F:25])([F:24])[F:23])[CH2:9]2)[CH:5]=[CH:4][N:3]=1.[CH3:28][S:29][C:30]1[CH:31]=[C:32](B(O)O)[CH:33]=[CH:34][CH:35]=1.C(=O)([O-])[O-].[Na+].[Na+].C(O)C>C1C=CC([P]([Pd]([P](C2C=CC=CC=2)(C2C=CC=CC=2)C2C=CC=CC=2)([P](C2C=CC=CC=2)(C2C=CC=CC=2)C2C=CC=CC=2)[P](C2C=CC=CC=2)(C2C=CC=CC=2)C2C=CC=CC=2)(C2C=CC=CC=2)C2C=CC=CC=2)=CC=1.COCCOC>[F:20][C:14]1[CH:15]=[C:16]([F:19])[CH:17]=[CH:18][C:13]=1[N:12]1[CH:8]([C:6]2[CH:5]=[CH:4][N:3]=[C:2]([C:34]3[CH:33]=[CH:32][CH:31]=[C:30]([S:29][CH3:28])[CH:35]=3)[CH:7]=2)[CH2:9][C:10]([C:21]([F:27])([F:26])[C:22]([F:25])([F:24])[F:23])=[N:11]1 |f:2.3.4,^1:51,53,72,91|. Reported procedure: 5-(2-Bromo-pyridin-4-yl)-1-(2,4-difluoro-phenyl)-3-pentafluoroethyl-4,5-dihydro-1H-pyrazole (50.0 mg, 0.11 mmol) prepared in Step 4 of Preparation 12, 3-(methylthio)phenylboronic acid (28.0 mg, 0.17 mmol), Pd(PPh3)4 (12.8 mg, cat.) and a 2N sodium carbonate solution (550.0 uL) were added to a mixed solvent of ethanol (550.0 uL) and 1,2-dimethoxyethane (1.2 mL). The reaction mixture was stirred at 85° C. for 3 hours and then filtered through celite pad. A saturated solution of ammonium chloride w... Reactants: C1CCOC1, COc1cc2ncnc(Sc3cccc(N)c3)c2cc1OC, CCN(C(C)C)C(C)C, O=C(Nc1cc(C(F)(F)F)nn1-c1ccccc1)Oc1ccccc1. Yields the product COc1cc2ncnc(Sc3cccc(NC(=O)Nc4cc(C(F)(F)F)nn4-c4ccccc4)c3)c2cc1OC. RXN SMILES: [CH2:57]1[O:58][CH2:59][CH2:60][CH2:61]1.[CH3:26][O:27][c:28]1[cH:29][c:30]2[c:31]([S:40][c:41]3[cH:42][c:43]([NH2:44])[cH:45][cH:46][cH:47]3)[n:32][cH:33][n:34][c:35]2[cH:36][c:37]1[O:38][CH3:39].[CH:48]([N:49]([CH2:50][CH3:51])[CH:52]([CH3:53])[CH3:54])([CH3:55])[CH3:56].[c:1]1(-[n:7]2[n:8][c:9]([C:22]([F:23])([F:24])[F:25])[cH:10][c:11]2[NH:12][C:13]([O:14][c:15]2[cH:16][cH:17][cH:18][cH:19][cH:20]2)=[O:21])[cH:2][cH:3][cH:4][cH:5][cH:6]1>>[c:1]1(-[n:7]2[n:8][c:9]([C:22]([F:23])([F:24])[F:25])[cH:10][c:11]2[NH:12][C:13](=[O:21])[NH:44][c:43]2[cH:42][c:41]([S:40][c:31]3[c:30]4[cH:29][c:28]([O:27][CH3:26])[c:37]([O:38][CH3:39])[cH:36][c:35]4[n:34][cH:33][n:32]3)[cH:47][cH:46][cH:45]2)[cH:2][cH:3][cH:4][cH:5][cH:6]1. Reactants: C[Si](C)(C)[N-][Si](C)(C)C.[Li+].O1CCCC1 (lithium bis(trimethylsilyl)amide tetrahydrofuran), COC1=CC=C(C=2N1N=C(C2)C(C(F)(F)F)(F)F)C(CC)=O (7-methoxy-2-pentafluoroethyl-4-propionyl-pyrazolo[1,5-a]pyridine), BrCC(=O)OC(C)(C)C (t-butyl bromoacetate). The solvent is O1CCCC1 (tetrahydrofuran). Reaction conditions: temperature 0 celsius, time 20 minute. Product: COC1=CC=C(C=2N1N=C(C2)C(C(F)(F)F)(F)F)C(C(CC(=O)OC(C)(C)C)C)=O (t-butyl 4-(7-methoxy-2-pentafluoroethyl-pyrazolo[1,5-a]pyridine-4-yl)-3-methyl-4-oxobutyrate). As a reaction SMILES: C[Si]([N-][Si](C)(C)C)(C)C.[Li+].O1CCCC1.[CH3:16][O:17][C:18]1[N:23]2[N:24]=[C:25]([C:27]([F:33])([F:32])[C:28]([F:31])([F:30])[F:29])[CH:26]=[C:22]2[C:21]([C:34](=[O:37])[CH2:35][CH3:36])=[CH:20][CH:19]=1.Br[CH2:39][C:40]([O:42][C:43]([CH3:46])([CH3:45])[CH3:44])=[O:41]>O1CCCC1>[CH3:16][O:17][C:18]1[N:23]2[N:24]=[C:25]([C:27]([F:33])([F:32])[C:28]([F:29])([F:30])[F:31])[CH:26]=[C:22]2[C:21]([C:34](=[O:37])[CH:35]([CH3:36])[CH2:39][C:40]([O:42][C:43]([CH3:46])([CH3:45])[CH3:44])=[O:41])=[CH:20][CH:19]=1 |f:0.1.2|. Reported procedure: In an argon atmosphere, a 1 mol/L lithium bis(trimethylsilyl)amide/tetrahydrofuran solution (4.14 mL) was added dropwise to a solution of the compound of Example 356 (1.16 g) in tetrahydrofuran (30 mL) at 0° C. The mixture was stirred at 0° C. for 20 min. Subsequently, t-butyl bromoacetate (0.797 mL) was added at 0° C. and the mixture was stirred at room temperature for 1 hour. The reaction was quenched by adding a saturated aqueous ammonium chloride solution and the mixture was extracted with e... Starting materials: C(C1CO1)OC1=CC(=C(C=C1)OC)OC (3,4-Dimethoxyphenyl glycidyl ether), O (water), NCCNC=1N(C(N(C(C1C)=O)C)=O)C (4-(2-aminoethylamino)-1,3,5-trimethylpyrimidine-2,6(1H,3H)-dione), CN(C=O)C (dimethylformamide). Run in C(Cl)Cl (methylene chloride). Conditions: time 48 hour. Yields the product COC=1C=C(OCC(CNCCNC2=C(C(N(C(N2C)=O)C)=O)C)O)C=CC1OC (1-(3,4-Dimethoxyphenoxy)-3-[2-(1,3,5-trimethylpyrimidine-2,4-dion-6-ylamino)-ethylamino]-propan-2-ol). RXN SMILES: [CH2:1]([O:5][C:6]1[CH:11]=[CH:10][C:9]([O:12][CH3:13])=[C:8]([O:14][CH3:15])[CH:7]=1)[CH:2]1[O:4][CH2:3]1.[NH2:16][CH2:17][CH2:18][NH:19][C:20]1[N:21]([CH3:30])[C:22](=[O:29])[N:23]([CH3:28])[C:24](=[O:27])[C:25]=1[CH3:26].CN(C)C=O.O>C(Cl)Cl>[CH3:15][O:14][C:8]1[CH:7]=[C:6]([CH:11]=[CH:10][C:9]=1[O:12][CH3:13])[O:5][CH2:1][CH:2]([OH:4])[CH2:3][NH:16][CH2:17][CH2:18][NH:19][C:20]1[N:21]([CH3:30])[C:22](=[O:29])[N:23]([CH3:28])[C:24](=[O:27])[C:25]=1[CH3:26]. Procedure details: 4.2 g. 3,4-Dimethoxyphenyl glycidyl ether and 8.5 g. 4-(2-aminoethylamino)-1,3,5-trimethylpyrimidine-2,6(1H,3H)-dione in 5 ml. dimethylformamide are left to stand for 48 hours at ambient temperature. The reaction mixture is then dissolved in methylene chloride, shaken out five times with water and the organic phase is extracted with 1N acetic acid. The aqueous phase is rendered alkaline by the addition of dilute aqueous sodium hydroxide solution and then extracted with methylene chloride. After ... Reactants: ClC1=CC=C(CN2C(=NC=3N(C(NC(C23)=O)=O)C)OC2=CC(=CC=C2)C(F)(F)F)C=C1 (7-(4-chlorobenzyl)-3-methyl-8-(3-(trifluoromethyl)phenoxy)-1H-purine-2,6(3H,7H)-dione), ICC (iodoethane), C([O-])([O-])=O.[K+].[K+] (potassium carbonate). Run in C(C)(=O)OCC (ethyl acetate), CN(C)C=O (DMF). Run at temperature 50 celsius, time 3 hour. The product is ClC1=CC=C(CN2C(=NC=3N(C(N(C(C23)=O)CC)=O)C)OC2=CC(=CC=C2)C(F)(F)F)C=C1 (7-(4-chlorobenzyl)-1-ethyl-3-methyl-8-(3-(trifluoromethyl)phenoxy)-1H-purine-2,6(3H,7H)-dione). Isolated yield 28.5%. As a reaction SMILES: [Cl:1][C:2]1[CH:31]=[CH:30][C:5]([CH2:6][N:7]2[C:15]3[C:14](=[O:16])[NH:13][C:12](=[O:17])[N:11]([CH3:18])[C:10]=3[N:9]=[C:8]2[O:19][C:20]2[CH:25]=[CH:24][CH:23]=[C:22]([C:26]([F:29])([F:28])[F:27])[CH:21]=2)=[CH:4][CH:3]=1.I[CH2:33][CH3:34].C(=O)([O-])[O-].[K+].[K+]>CN(C=O)C.C(OCC)(=O)C>[Cl:1][C:2]1[CH:3]=[CH:4][C:5]([CH2:6][N:7]2[C:15]3[C:14](=[O:16])[N:13]([CH2:33][CH3:34])[C:12](=[O:17])[N:11]([CH3:18])[C:10]=3[N:9]=[C:8]2[O:19][C:20]2[CH:25]=[CH:24][CH:23]=[C:22]([C:26]([F:29])([F:27])[F:28])[CH:21]=2)=[CH:30][CH:31]=1 |f:2.3.4|. Reported procedure: To a solution of 7-(4-chlorobenzyl)-3-methyl-8-(3-(trifluoromethyl)phenoxy)-1H-purine-2,6(3H,7H)-dione (50 mg, 0.11 mmol, example 1) in DMF (1 mL) was added iodoethane (18.7 mg, 0.12 mmol) followed by potassium carbonate (23 mg, 0.16 mmol). Then the mixture was stirred at 50° C. for 3 h. The mixture was diluted with ethyl acetate and extracted with brine and saturated aqueous ammonium chloride solution. The organic phase was dried and concentrated to give crude solid product which was collected ...